From a dataset of the Open Reaction Database (ORD), a public repository of structured organic reaction records. describe an organic reaction: reactants, conditions, products, and yield The reactants are FC(C1=NC(=NC=C1)N1C[C@@H]2CCNC[C@H]12)(F)F ((1R,6S)-8-(4-(trifluoromethyl)pyrimidin-2-yl)-3,8-diazabicyclo[4.2.0]octane), FC=1C=CC(=C(C(=O)O)C1)N1N=CC=N1 (5-fluoro-2-[1,2,3]triazol-2-yl-benzoic acid), S1C(=CC=C1)C1=C(C(=O)O)C=CC=C1 (2-thiophen-2-yl-benzoic acid), CC1=NC(=NC(=C1)C)N1C[C@@H]2CCNC[C@H]12 ((1R,6S)8-(4,6-dimethyl-pyrimidin-2-yl)-3,8-diaza-bicyclo[4.2.0]octane), FC=1C=CC(=C(C(=O)O)C1)N1N=CC=N1 (5-fluoro-2-[1,2,3]triazol-2-yl-benzoic acid). The product is FC=1C=CC(=C(C1)C(=O)N1C[C@@H]2N(C[C@@H]2CC1)C1=NC=CC(=N1)C(F)(F)F)N1N=CC=N1 ((1R,6S)-3-{[5-Fluoro-2-(2H-1,2,3-triazol-2-yl)phenyl]carbonyl}-8-[4-(trifluoromethyl)pyrimidin-2-yl]-3,8-diazabicyclo[4.2.0]octane). RXN SMILES: [F:1][C:2]([F:18])([F:17])[C:3]1[CH:8]=[CH:7][N:6]=[C:5]([N:9]2[C@@H:16]3[C@@H:11]([CH2:12][CH2:13][NH:14][CH2:15]3)[CH2:10]2)[N:4]=1.CC1C=C(C)N=C(N2[C@@H]3[C@@H](CCNC3)C2)N=1.[F:35][C:36]1[CH:37]=[CH:38][C:39]([N:45]2[N:49]=[CH:48][CH:47]=[N:46]2)=[C:40]([CH:44]=1)[C:41](O)=[O:42].S1C=CC=C1C1C=CC=CC=1C(O)=O>>[F:35][C:36]1[CH:37]=[CH:38][C:39]([N:45]2[N:49]=[CH:48][CH:47]=[N:46]2)=[C:40]([C:41]([N:14]2[CH2:13][CH2:12][C@@H:11]3[C@@H:16]([N:9]([C:5]4[N:4]=[C:3]([C:2]([F:1])([F:17])[F:18])[CH:8]=[CH:7][N:6]=4)[CH2:10]3)[CH2:15]2)=[O:42])[CH:44]=1. Procedure: The title compound was prepared in a manner analogous to Example 1, substituting (1R,6S)-8-(4-(trifluoromethyl)pyrimidin-2-yl)-3,8-diazabicyclo[4.2.0]octane (Intermediate 27) for (1R,6S)8-(4,6-dimethyl-pyrimidin-2-yl)-3,8-diaza-bicyclo[4.2.0]octane and 5-fluoro-2-[1,2,3]triazol-2-yl-benzoic acid (Intermediate 13) for 2-thiophen-2-yl-benzoic acid. MS (ESI) mass calcd. For C20H17F4N7O, 447.40; m/z found 448.0 [M+H]+. Reactants: C(=O)([O-])[O-].[Na+].[Na+] (Na2CO3), BrC=1C=C(C(=O)OC)C=C(C1C)Br (methyl 3,5-dibromo-4-methylbenzoate), CC1(OB(OC1(C)C)\C=C\COC)C (4,4,5,5-tetramethyl-2-[(1E)-3-(methyloxy)-1-propen-1-yl]-1,3,2-dioxaborolane), trans-bis(triphenylphosphine) palladium(II) bromide. Run in CN(C)C=O (DMF), O (water). Reaction conditions: temperature 100 celsius. The product is BrC=1C=C(C(=O)OC)C=C(C1C)\C=C\COC (Methyl 3-bromo-5-[(1E)-3-methoxy-1-propen-1-yl]-4-methylbenzoate). RXN SMILES: Br[C:2]1[CH:3]=[C:4]([CH:9]=[C:10]([Br:13])[C:11]=1[CH3:12])[C:5]([O:7][CH3:8])=[O:6].CC1(C)C(C)(C)OB(/[CH:22]=[CH:23]/[CH2:24][O:25][CH3:26])O1.C([O-])([O-])=O.[Na+].[Na+]>CN(C=O)C.O>[Br:13][C:10]1[CH:9]=[C:4]([CH:3]=[C:2](/[CH:22]=[CH:23]/[CH2:24][O:25][CH3:26])[C:11]=1[CH3:12])[C:5]([O:7][CH3:8])=[O:6] |f:2.3.4|. Procedure details: To a solution of methyl 3,5-dibromo-4-methylbenzoate (1 eq.) and 4,4,5,5-tetramethyl-2-[(1E)-3-(methyloxy)-1-propen-1-yl]-1,3,2-dioxaborolane (1.1 eq.) in DMF (0.1 M) was added trans-bis(triphenylphosphine) palladium(II) bromide (0.02 eq.). The vessel was repeatedly evacuated and back-filled with nitrogen. Finally, 2 M aq. Na2CO3 (3 eq.) was added and the resulting mixture was heated at 100° C. for 2 h. The now black suspension was cooled to RT, diluted with water and extracted with ether. The c... Reactants: COC=1C=C(C=CC1)N1CCN(CC1)CC1=CC=C(C=C1)[N+](=O)[O-] (1-(m-methoxyphenyl)-4-(p-nitrobenzyl)piperazine). The reagents and catalysts are [Cl-].[Cl-].[Cl-].[Ti+3] (titanium trichloride). Yields the product COC=1C=C(C=CC1)N1CCN(CC1)CC1=CC=C(C=C1)N (1-(m-methoxyphenyl)-4-[(4-aminophenyl)methyl]piperazine). As a reaction SMILES: [CH3:1][O:2][C:3]1[CH:4]=[C:5]([N:9]2[CH2:14][CH2:13][N:12]([CH2:15][C:16]3[CH:21]=[CH:20][C:19]([N+:22]([O-])=O)=[CH:18][CH:17]=3)[CH2:11][CH2:10]2)[CH:6]=[CH:7][CH:8]=1>[Cl-].[Cl-].[Cl-].[Ti+3]>[CH3:1][O:2][C:3]1[CH:4]=[C:5]([N:9]2[CH2:10][CH2:11][N:12]([CH2:15][C:16]3[CH:17]=[CH:18][C:19]([NH2:22])=[CH:20][CH:21]=3)[CH2:13][CH2:14]2)[CH:6]=[CH:7][CH:8]=1 |f:1.2.3.4|. Procedure details: In the manner given in Example 1B, 1-(m-methoxyphenyl)-4-(p-nitrobenzyl)piperazine is reduced with aqueous titanium trichloride to give 1-(m-methoxyphenyl)-4-[(4-aminophenyl)methyl]piperazine. Starting materials: COC(C1=C(C=CC(=C1)C=1SC=C(N1)C1=CC(=C(C=C1)Cl)Cl)Br)=O (2-bromo-5-[4-(3,4-dichloro-phenyl)-thiazol-2-yl]-benzoic acid methyl ester), COC(C1=C(C=CC(=C1)C=1SC=C(N1)C1=CC(=C(C=C1)Cl)Cl)Br)=O (2-bromo-5-[4-(3,4-dichloro-phenyl)-thiazol-2-yl]-benzoic acid methyl ester), ClC1=C(C=C(C=C1)C(F)(F)F)B(O)O (2-chloro-5-(trifluoromethyl)phenylboronic acid), [N+](=O)([O-])C1=C(C=C(C=C1)C(F)(F)F)B(O)O (2-nitro-5-trifluoromethylphenylboronic acid), pinacol ester, ester. Product: ClC=1C=C(C=CC1Cl)C=1N=C(SC1)C=1C=C(C(=CC1)C1=C(C=CC(=C1)C(F)(F)F)[N+](=O)[O-])C(=O)O (4-[4-(3,4-dichloro-phenyl)-thiazol-2-yl]-2′-nitro-5′-trifluoromethyl-biphenyl-2-carboxylic acid). The yield is 23.0%. RXN SMILES: C[O:2][C:3](=[O:24])[C:4]1[CH:9]=[C:8]([C:10]2[S:11][CH:12]=[C:13]([C:15]3[CH:20]=[CH:19][C:18]([Cl:21])=[C:17]([Cl:22])[CH:16]=3)[N:14]=2)[CH:7]=[CH:6][C:5]=1Br.ClC1C=CC(C(F)(F)F)=CC=1B(O)O.[N+:39]([C:42]1[CH:47]=[CH:46][C:45]([C:48]([F:51])([F:50])[F:49])=[CH:44][C:43]=1B(O)O)([O-:41])=[O:40]>>[Cl:22][C:17]1[CH:16]=[C:15]([C:13]2[N:14]=[C:10]([C:8]3[CH:9]=[C:4]([C:3]([OH:2])=[O:24])[C:5]([C:43]4[CH:44]=[C:45]([C:48]([F:51])([F:50])[F:49])[CH:46]=[CH:47][C:42]=4[N+:39]([O-:41])=[O:40])=[CH:6][CH:7]=3)[S:11][CH:12]=2)[CH:20]=[CH:19][C:18]=1[Cl:21]. Procedure: Using the conditions of General Procedure A for Suzuki Coupling and Hydrolysis in Parallel Mode, 2-bromo-5-[4-(3,4-dichloro-phenyl)-thiazol-2-yl]-benzoic acid methyl ester (which may be prepared as described for Intermediate 6; 111 mg, 0.25 mmol) was reacted with 2-chloro-5-(trifluoromethyl)phenylboronic acid (2-nitro-5-trifluoromethylphenylboronic acid, pinacol ester (available from Combi-Blocks Inc.; 117 mg, 0.5 mmol). The resulting ester was hydrolyzed and the acid was purified to give 4-[4-(...